describe an organic reaction: reactants, conditions, products, and yield From a dataset of the Open Reaction Database (ORD), a public repository of structured organic reaction records. Starting materials: Cl.ClCCCN1CCCCC1 (1-(3-chloropropyl)piperidine hydrochloride), C(C)(C)(C)[C@@H]1NC(O[C@H]2[C@H](CCCCCC=3C(=NC=4C=CC=CC4C3O)O[C@@H]3C[C@H](N(C1=O)C3)C(=O)OC)CCC2)=O (methyl (3aR,7S,10S,12R,24aR)-7-tert-butyl-19-hydroxy-5,8-dioxo-1,2,3,3a,5,6,7,8,11,12,20,21,22,23,24,24a-hexadecahydro-10H-9,12-methanocyclopenta[18,19][1,10,3,6]dioxadiazacyclononadecino[11,12-b]quinoline-10-carboxylate). The product is C(C)(C)(C)[C@@H]1NC(O[C@H]2[C@H](CCCCCC=3C(=NC=4C=CC=CC4C3OCCCN3CCCCC3)O[C@@H]3C[C@H](N(C1=O)C3)C(=O)OC)CCC2)=O (methyl (3aR,7S,10S,12R,24aR)-7-tert-butyl-5,8-dioxo-19-[3-(piperidin-1-yl)propoxy]-1,2,3,3a,5,6,7,8,11,12,20,21,22,23,24,24a-hexadecahydro-10H-9,12-methanocyclopenta[18,19][1,10,3,6]dioxadiazacyclononadecino[11,12-b]quinoline-10-carboxylate). RXN SMILES: Cl.Cl[CH2:3][CH2:4][CH2:5][N:6]1[CH2:11][CH2:10][CH2:9][CH2:8][CH2:7]1.[C:12]([C@H:16]1[C:43](=[O:44])[N:42]2[CH2:45][C@@H:39]([CH2:40][C@H:41]2[C:46]([O:48][CH3:49])=[O:47])[O:38][C:28]2=[N:29][C:30]3[CH:31]=[CH:32][CH:33]=[CH:34][C:35]=3[C:36]([OH:37])=[C:27]2[CH2:26][CH2:25][CH2:24][CH2:23][CH2:22][C@@H:21]2[CH2:50][CH2:51][CH2:52][C@H:20]2[O:19][C:18](=[O:53])[NH:17]1)([CH3:15])([CH3:14])[CH3:13]>>[C:12]([C@H:16]1[C:43](=[O:44])[N:42]2[CH2:45][C@@H:39]([CH2:40][C@H:41]2[C:46]([O:48][CH3:49])=[O:47])[O:38][C:28]2=[N:29][C:30]3[CH:31]=[CH:32][CH:33]=[CH:34][C:35]=3[C:36]([O:37][CH2:3][CH2:4][CH2:5][N:6]3[CH2:11][CH2:10][CH2:9][CH2:8][CH2:7]3)=[C:27]2[CH2:26][CH2:25][CH2:24][CH2:23][CH2:22][C@@H:21]2[CH2:50][CH2:51][CH2:52][C@H:20]2[O:19][C:18](=[O:53])[NH:17]1)([CH3:15])([CH3:13])[CH3:14] |f:0.1|. Procedure: The title compound was prepared using the same method as described in Example 42 using 1-(3-chloropropyl)piperidine hydrochloride as the alkylating agent with the product of Step 1. LRMS (ES+) m/z 707.5 (M+H)+.